Dataset: the Open Reaction Database (ORD), a public repository of structured organic reaction records. Task: describe an organic reaction: reactants, conditions, products, and yield Reactants: CC(C)N, CO, NS(=O)(=O)c1cnccc1Cl. Product: CC(C)Nc1ccncc1S(N)(=O)=O. Reaction SMILES: [CH3:12][CH:13]([CH3:14])[NH2:15].[CH3:16][OH:17].[Cl:1][c:2]1[c:3]([S:8](=[O:9])(=[O:10])[NH2:11])[cH:4][n:5][cH:6][cH:7]1>>[c:2]1([NH:15][CH:13]([CH3:12])[CH3:14])[c:3]([S:8](=[O:9])(=[O:10])[NH2:11])[cH:4][n:5][cH:6][cH:7]1. Reactants: ice water, ClCCC(=O)NC=1C=CC=2N(N1)N=CN2 (6-(3-Chloropropionamido)[1,2,4]triazolo[1,5-b]pyridazine), C1(=CC=CC=C1)C(N1CCNCC1)C1=CC=CC=C1 (1-(diphenylmethyl)piperazine), [I-].[Na+] (sodium iodide), C([O-])([O-])=O.[K+].[K+] (potassium carbonate). The solvent is C(C)#N (acetonitrile). Conditions: time 15 hour. Product: C1(=CC=CC=C1)C(N1CCN(CC1)CCC(=O)NC=1C=CC=2N(N1)N=CN2)C2=CC=CC=C2 (6-[3-[4-(diphenylmethyl)piperazino]propionamido][1,2,4]triazolo[1,5-b]pyridazine). Yield: 61.5%. RXN SMILES: Cl[CH2:2][CH2:3][C:4]([NH:6][C:7]1[CH:8]=[CH:9][C:10]2[N:11]([N:13]=[CH:14][N:15]=2)[N:12]=1)=[O:5].[C:16]1([CH:22]([C:29]2[CH:34]=[CH:33][CH:32]=[CH:31][CH:30]=2)[N:23]2[CH2:28][CH2:27][NH:26][CH2:25][CH2:24]2)[CH:21]=[CH:20][CH:19]=[CH:18][CH:17]=1.[I-].[Na+].C(=O)([O-])[O-].[K+].[K+]>C(#N)C>[C:29]1([CH:22]([C:16]2[CH:21]=[CH:20][CH:19]=[CH:18][CH:17]=2)[N:23]2[CH2:24][CH2:25][N:26]([CH2:2][CH2:3][C:4]([NH:6][C:7]3[CH:8]=[CH:9][C:10]4[N:11]([N:13]=[CH:14][N:15]=4)[N:12]=3)=[O:5])[CH2:27][CH2:28]2)[CH:30]=[CH:31][CH:32]=[CH:33][CH:34]=1 |f:2.3,4.5.6|. Reported procedure: 6-(3-Chloropropionamido)[1,2,4]triazolo[1,5-b]pyridazine (339 mg) and 1-(diphenylmethyl)piperazine (379 mg) were dissolved in acetonitrile (15 ml), followed by addition of sodium iodide (447 mg) and potassium carbonate (249 mg). The mixture was stirred at room temperature for 15 hours and refluxed under heating for 8 hours. After the mixture was cooled, ice-water was added thereto, followed by extraction with ethyl acetate. The extract was washed with an aqueous sodium chloride saturated solutio... RXN SMILES: [Cl-:15].[NH4+:16].[OH:1][CH:2]([CH2:3][n:4]1[c:5]2[n:6][cH:7][n:8][c:9]([Cl:13])[c:10]2[n:11][cH:12]1)[CH3:14]>>[OH:1][CH:2]([CH2:3][n:4]1[c:5]2[n:6][cH:7][n:8][c:9]([NH2:16])[c:10]2[n:11][cH:12]1)[CH3:14]. Yields the product CC(O)Cn1cnc2c(N)ncnc21. The reactants are [Cl-], [NH4+], CC(O)Cn1cnc2c(Cl)ncnc21. The reactants are C(C)(C)(C)OC(=O)CN(C(=O)[C@H]1OC(OC1)(C(=O)OCOC(C(C)(C)C)=O)C(=O)OCOC(C(C)(C)C)=O)[C@@H]([C@H](CCC1=CC=CC=C1)C1=CC=C(C=C1)OC1=CC=CC=C1)C (2,2-bis(pivaloyloxymethyl) (4S)-4-[N-(tert-butoxycarbonylmethyl)-N-{(1R,2R)-1-methyl-2-(4-phenoxyphenyl)-4-phenylbutyl}carbamoyl]-1,3-dioxolane-2,2-dicarboxylate). The solvent is C(=O)O (formic acid). Conditions: time 2 hour. The product is C(=O)(O)CN(C(=O)[C@H]1OC(OC1)(C(=O)OCOC(C(C)(C)C)=O)C(=O)OCOC(C(C)(C)C)=O)[C@@H]([C@H](CCC1=CC=CC=C1)C1=CC=C(C=C1)OC1=CC=CC=C1)C (2,2-bis(pivaloyloxymethyl) (4S)-4-[N-(carboxymethyl)-N-{(1R,2R)-1-methyl-2-(4-phenoxyphenyl)-4-phenylbutyl}carbamoyl]-1,3-dioxolane-2,2-dicarboxylate). The yield is 85.0%. Reaction SMILES: C([O:5][C:6]([CH2:8][N:9]([C@H:39]([CH3:62])[C@@H:40]([C:49]1[CH:54]=[CH:53][C:52]([O:55][C:56]2[CH:61]=[CH:60][CH:59]=[CH:58][CH:57]=2)=[CH:51][CH:50]=1)[CH2:41][CH2:42][C:43]1[CH:48]=[CH:47][CH:46]=[CH:45][CH:44]=1)[C:10]([C@@H:12]1[CH2:16][O:15][C:14]([C:28]([O:30][CH2:31][O:32][C:33](=[O:38])[C:34]([CH3:37])([CH3:36])[CH3:35])=[O:29])([C:17]([O:19][CH2:20][O:21][C:22](=[O:27])[C:23]([CH3:26])([CH3:25])[CH3:24])=[O:18])[O:13]1)=[O:11])=[O:7])(C)(C)C>C(O)=O>[C:6]([CH2:8][N:9]([C@H:39]([CH3:62])[C@@H:40]([C:49]1[CH:54]=[CH:53][C:52]([O:55][C:56]2[CH:61]=[CH:60][CH:59]=[CH:58][CH:57]=2)=[CH:51][CH:50]=1)[CH2:41][CH2:42][C:43]1[CH:44]=[CH:45][CH:46]=[CH:47][CH:48]=1)[C:10]([C@@H:12]1[CH2:16][O:15][C:14]([C:28]([O:30][CH2:31][O:32][C:33](=[O:38])[C:34]([CH3:35])([CH3:36])[CH3:37])=[O:29])([C:17]([O:19][CH2:20][O:21][C:22](=[O:27])[C:23]([CH3:26])([CH3:24])[CH3:25])=[O:18])[O:13]1)=[O:11])([OH:7])=[O:5]. Reported procedure: 926 mg of 2,2-bis(pivaloyloxymethyl) (4S)-4-[N-(tert-butoxycarbonylmethyl)-N-{(1R,2R)-1-methyl-2-(4-phenoxyphenyl)-4-phenylbutyl}carbamoyl]-1,3-dioxolane-2,2-dicarboxylate was dissolved in 12 ml of formic acid and left to stand at room temperature for 2 hours. Then, formic acid was distilled off under reduced pressure. The residue was purified by silica gel column chromatography (hexane/ethyl acetate=5/1→1/1) to obtain 723 mg (yield: 85%) of the above identified compound as a colorless foam. Starting materials: ClC1=C(C=C2C(C(C(C2=C1Cl)=O)(CCC(C)=O)CC)C)OCC(=O)OC (methyl [(6,7-dichloro-2-ethyl-2,3-dihydro-3-methyl-1-oxo-2-(3-oxobutyl)-1H-inden-5-yl)oxy]acetate), ice water. Run in C(C)(=O)O (acetic acid), Cl (hydrochloric acid). Product: ClC1=C2C3=CC(CCC3(C(C2=CC(=C1Cl)OCC(=O)O)C)CC)=O ([(5,6-dichloro-9a-ethyl-9-methyl-3-oxo-2,3,9,9a-tetrahydro-1H-fluoren-7-yl)oxy]acetic acid). As a reaction SMILES: [Cl:1][C:2]1[C:10]([Cl:11])=[C:9]2[C:5]([CH:6]([CH3:20])[C:7]([CH2:18][CH3:19])([CH2:13][CH2:14][C:15](=[O:17])[CH3:16])[C:8]2=O)=[CH:4][C:3]=1[O:21][CH2:22][C:23]([O:25]C)=[O:24]>C(O)(=O)C.Cl>[Cl:11][C:10]1[C:2]([Cl:1])=[C:3]([O:21][CH2:22][C:23]([OH:25])=[O:24])[CH:4]=[C:5]2[C:9]=1[C:8]1[C:7]([CH2:18][CH3:19])([CH:6]2[CH3:20])[CH2:13][CH2:14][C:15](=[O:17])[CH:16]=1. Reported procedure: A solution of methyl [(6,7-dichloro-2-ethyl-2,3-dihydro-3-methyl-1-oxo-2-(3-oxobutyl)-1H-inden-5-yl)oxy]acetate (0.40 g) in acetic acid (6 ml) and 6N hydrochloric acid (6 ml) was heated at reflux for 90 hours, poured into ice water, extracted into ether, washed with water, brine, dried over MgSO4 and evaporated in vacuo. Crystallization from butyl chloride gave [(5,6-dichloro-9a-ethyl-9-methyl-3-oxo-2,3,9,9a-tetrahydro-1H-fluoren-7-yl)oxy]acetic acid which melted at 212°-214° C. The reactants are Cl (HCl), [Li+].[OH-] (LiOH), C1(=CC=CC=C1)COC1=C(C(=O)OC)C=C(C=C1)C(=O)N1CCCCC1 (methyl 2-[(phenylmethyl)oxy]-5-(1-piperidinylcarbonyl)benzoate). Run in O (water), O1CCCC1 (tetrahydrofuran). Conditions: time 3 hour. Yields the product C1(=CC=CC=C1)COC1=C(C(=O)O)C=C(C=C1)C(=O)N1CCCCC1 (2-[(Phenylmethyl)oxy]-5-(1-piperidinylcarbonyl)benzoic acid). RXN SMILES: [Li+].[OH-].[C:3]1([CH2:9][O:10][C:11]2[CH:20]=[CH:19][C:18]([C:21]([N:23]3[CH2:28][CH2:27][CH2:26][CH2:25][CH2:24]3)=[O:22])=[CH:17][C:12]=2[C:13]([O:15]C)=[O:14])[CH:8]=[CH:7][CH:6]=[CH:5][CH:4]=1.Cl>O.O1CCCC1>[C:3]1([CH2:9][O:10][C:11]2[CH:20]=[CH:19][C:18]([C:21]([N:23]3[CH2:24][CH2:25][CH2:26][CH2:27][CH2:28]3)=[O:22])=[CH:17][C:12]=2[C:13]([OH:15])=[O:14])[CH:4]=[CH:5][CH:6]=[CH:7][CH:8]=1 |f:0.1|. Procedure: A solution of LiOH (534 mg, 12.73 mmol) in water (8 ml) was added to a stirred solution of methyl 2-[(phenylmethyl)oxy]-5-(1-piperidinylcarbonyl)benzoate (may be prepared as described in Description 52; 450 mg, 1.27 mmol) in tetrahydrofuran (2 ml) at room temperature. The mixture was stirred at room temperature for 3 h. The mixture was then acidified by 6N HCl and the precipitate was collected and dried to yield the title compound as a white solid. 400 mg.